This data is from the Open Reaction Database (ORD), a public repository of structured organic reaction records. The task is: describe an organic reaction: reactants, conditions, products, and yield The reactants are ClC1=C(C(=NC=C1C(=O)CC(=O)OCC)Cl)Cl (ethyl 2-(4,5,6-trichloronicotinoyl)acetate), C(OCC)([O-])[O-] (ethyl orthoformate), C(C)(=O)OC(C)=O (acetic anhydride). Yields the product ClC1=C(C(=NC=C1C(=O)C(C(=O)OCC)=COCC)Cl)Cl (Ethyl 2-(4,5,6-trichloronicotinoyl)-3-ethoxy-acrylate). Reaction SMILES: [Cl:1][C:2]1[C:7]([C:8]([CH2:10][C:11]([O:13][CH2:14][CH3:15])=[O:12])=[O:9])=[CH:6][N:5]=[C:4]([Cl:16])[C:3]=1[Cl:17].[CH:18]([O-])([O-])[O:19][CH2:20][CH3:21].C(OC(=O)C)(=O)C>>[Cl:1][C:2]1[C:7]([C:8]([C:10](=[CH:18][O:19][CH2:20][CH3:21])[C:11]([O:13][CH2:14][CH3:15])=[O:12])=[O:9])=[CH:6][N:5]=[C:4]([Cl:16])[C:3]=1[Cl:17]. Reported procedure: 87.0 g (0.29 mol) of ethyl 2-(4,5,6-trichloronicotinoyl)acetate are heated with 56.2 g of (0.38 mol) of ethyl orthoformate and 65.2 g of acetic anhydride at 150°-160° C. for two hours. All volatile components are removed, initially in vacuo and then under a high vacuum up to 100° C.